describe an organic reaction: reactants, conditions, products, and yield From a dataset of the Open Reaction Database (ORD), a public repository of structured organic reaction records. RXN SMILES: [CH2:1]([CH2:2][CH2:3][CH3:4])[c:5]1[n:6](-[c:21]2[cH:22][cH:23][c:24]([O:27][c:28]3[cH:29][cH:30][c:31]([Cl:34])[cH:32][cH:33]3)[cH:25][cH:26]2)[cH:7][c:8](-[c:10]2[cH:11][cH:12][c:13]([O:16][CH2:17][CH:18]3[O:19][CH2:20]3)[cH:14][cH:15]2)[n:9]1.[CH3:35][CH2:36][NH2:37].[CH3:38][OH:39]>>[CH2:1]([CH2:2][CH2:3][CH3:4])[c:5]1[n:6](-[c:21]2[cH:22][cH:23][c:24]([O:27][c:28]3[cH:29][cH:30][c:31]([Cl:34])[cH:32][cH:33]3)[cH:25][cH:26]2)[cH:7][c:8](-[c:10]2[cH:11][cH:12][c:13]([O:16][CH2:17][CH:18]([OH:19])[CH2:20][NH:37][CH2:36][CH3:35])[cH:14][cH:15]2)[n:9]1. The product is CCCCc1nc(-c2ccc(OCC(O)CNCC)cc2)cn1-c1ccc(Oc2ccc(Cl)cc2)cc1. Starting materials: CCCCc1nc(-c2ccc(OCC3CO3)cc2)cn1-c1ccc(Oc2ccc(Cl)cc2)cc1, CCN, CO. Reactants: BrC=1C(=NC(=C(N1)Br)Cl)N (3,5-Dibromo-6-chloro-pyrazin-2-ylamine), bistriphenylphosphinepalladium(II)chloride, [Br-].C(C)OC(CC[Zn+])=O ((3-ethoxy-3-oxopropyl)zinc(II) bromide), [Br-].C(C)OC(CC[Zn+])=O ((3-ethoxy-3-oxopropyl)zinc(II) bromide), [Br-].C(C)OC(CC[Zn+])=O ((3-ethoxy-3-oxopropyl)zinc(II) bromide). Solvent: O (water), C1CCOC1 (THF), C1CCOC1 (THF), C1CCOC1 (THF), C1CCOC1 (THF). Reaction conditions: time 3 hour. The product is BrC=1N=C2C(=NC1Cl)NC(CC2)=O (2-Bromo-3-chloro-7,8-dihydro-5H-pyrido[2,3-b]pyrazin-6-one). Reaction SMILES: Br[C:2]1[C:3]([NH2:10])=[N:4][C:5]([Cl:9])=[C:6]([Br:8])[N:7]=1.[Br-].C([O:14][C:15](=O)[CH2:16][CH2:17][Zn+])C>C1COCC1.O>[Br:8][C:6]1[N:7]=[C:2]2[CH2:17][CH2:16][C:15](=[O:14])[NH:10][C:3]2=[N:4][C:5]=1[Cl:9] |f:1.2|. Procedure: A mixture comprising 3,5-dibromo-6-chloropyrazin-2-amine (step 1) (1.0 g, 3.48 mmol) and bistriphenylphosphinepalladium(II)chloride (0.122 g, 0.174 mmol) in THF (15 ml) under nitrogen was treated with (3-ethoxy-3-oxopropyl)zinc(II) bromide 0.5 M in THF (15.31 ml, 7.66 mmol) and the mixture was stirred at room temperature for 3 hours. A further portion of (3-ethoxy-3-oxopropyl)zinc(II) bromide 0.5 M in THF (7.5 mL, 3.8 mmol) was added and stirring continued for 1.5 hours. More (3-ethoxy-3-oxoprop...